Dataset: the Open Reaction Database (ORD), a public repository of structured organic reaction records. Task: describe an organic reaction: reactants, conditions, products, and yield The reactants are CNOC, ClCCl, O=C(O)c1cccnc1Cl, Cl, O=S(Cl)Cl, c1ccccc1, c1ccncc1. Yields the product CON(C)C(=O)c1cccnc1Cl. Reaction SMILES: [CH3:19][NH:20][O:21][CH3:22].[Cl:15][CH2:16][Cl:17].[Cl:1][c:2]1[c:3]([C:4](=[O:5])[OH:6])[cH:7][cH:8][cH:9][n:10]1.[ClH:18].[S:11]([Cl:12])([Cl:13])=[O:14].[cH:23]1[cH:24][cH:25][cH:26][cH:27][cH:28]1.[cH:29]1[cH:30][cH:31][n:32][cH:33][cH:34]1>>[Cl:1][c:2]1[c:3]([C:4](=[O:5])[N:20]([CH3:19])[O:21][CH3:22])[cH:7][cH:8][cH:9][n:10]1.